From a dataset of the Open Reaction Database (ORD), a public repository of structured organic reaction records. describe an organic reaction: reactants, conditions, products, and yield Starting materials: COc1ccccc1OC(=O)Cl, CN1CCC(O)N(c2nnc(C(F)(F)F)s2)C1=O, c1ccncc1. Yields the product COc1ccccc1OC(=O)OC1CCN(C)C(=O)N1c1nnc(C(F)(F)F)s1. RXN SMILES: [Cl:19][C:20](=[O:21])[O:22][c:23]1[c:24]([O:29][CH3:30])[cH:25][cH:26][cH:27][cH:28]1.[F:1][C:2]([c:3]1[n:4][n:5][c:6]([N:8]2[C:9](=[O:16])[N:10]([CH3:15])[CH2:11][CH2:12][CH:13]2[OH:14])[s:7]1)([F:17])[F:18].[cH:31]1[cH:32][cH:33][n:34][cH:35][cH:36]1>>[F:1][C:2]([c:3]1[n:4][n:5][c:6]([N:8]2[C:9](=[O:16])[N:10]([CH3:15])[CH2:11][CH2:12][CH:13]2[O:14][C:20](=[O:21])[O:22][c:23]2[c:24]([O:29][CH3:30])[cH:25][cH:26][cH:27][cH:28]2)[s:7]1)([F:17])[F:18].